From a dataset of the Open Reaction Database (ORD), a public repository of structured organic reaction records. describe an organic reaction: reactants, conditions, products, and yield The reactants are C(=O)(OCC1=CC=CC=C1)NCCC[C@H](NC(C(C1=CC=CC=C1)C1=CC=CC=C1)=O)C(=O)N[C@@H](CO)C1=CC=CC=C1 ((R)-N5 -(Cbz)-N2 -(Diphenylacetyl)-(S)-N-(2-hydroxy-1-phenylethyl)-ornithine amide). Reagents/catalysts: [Pd] (Pd/C). Solvent: CO (MeOH), Cl (HCl). Yields the product C1(=CC=CC=C1)C(C(=O)N[C@@H](CCCN)C(=O)N[C@@H](CO)C1=CC=CC=C1)C1=CC=CC=C1 ((R)-N2 -(Diphenylacetyl)-(S)-N-(2-hydroxy-1-phenylethyl)ornithine amide). Yield: 84.1%. As a reaction SMILES: C([NH:11][CH2:12][CH2:13][CH2:14][C@@H:15]([C:32]([NH:34][C@H:35]([C:38]1[CH:43]=[CH:42][CH:41]=[CH:40][CH:39]=1)[CH2:36][OH:37])=[O:33])[NH:16][C:17](=[O:31])[CH:18]([C:25]1[CH:30]=[CH:29][CH:28]=[CH:27][CH:26]=1)[C:19]1[CH:24]=[CH:23][CH:22]=[CH:21][CH:20]=1)(OCC1C=CC=CC=1)=O>CO.Cl.[Pd]>[C:25]1([CH:18]([C:19]2[CH:24]=[CH:23][CH:22]=[CH:21][CH:20]=2)[C:17]([NH:16][C@H:15]([C:32]([NH:34][C@H:35]([C:38]2[CH:39]=[CH:40][CH:41]=[CH:42][CH:43]=2)[CH2:36][OH:37])=[O:33])[CH2:14][CH2:13][CH2:12][NH2:11])=[O:31])[CH:26]=[CH:27][CH:28]=[CH:29][CH:30]=1. Procedure details: Prepared according to the method described in Example 1(e) above from a batch of (R)-N5 -(Cbz)-N2 -(diphenylacetyl)-(S)-N-(2-hydroxy-1-phenyl-ethyl)ornithine amide (1.78 g; from step (c) above) and 10% Pd/C (200 mg) in 100 mL of MeOH and 1.0 mL of HCl (conc.), yielding 1.15 g of the sub-title compound as a white foam. The reactants are [Br-], BrCCBr, CCCC[N+](CCCC)(CCCC)CCCC, ClCCl, O=CC(c1cccc(F)c1)c1cccc(F)c1, [Na+], [OH-]. The product is Fc1cccc(C(=COCCBr)c2cccc(F)c2)c1. Reaction SMILES: [Br-:27].[Br:20][CH2:21][CH2:22][Br:23].[CH2:28]([N+:29]([CH2:30][CH2:31][CH2:32][CH3:33])([CH2:34][CH2:35][CH2:36][CH3:37])[CH2:38][CH2:39][CH2:40][CH3:41])[CH2:42][CH2:43][CH3:44].[Cl:24][CH2:25][Cl:26].[F:1][c:2]1[cH:3][c:4]([CH:8]([CH:9]=[O:10])[c:11]2[cH:12][c:13]([F:17])[cH:14][cH:15][cH:16]2)[cH:5][cH:6][cH:7]1.[Na+:19].[OH-:18]>>[F:1][c:2]1[cH:3][c:4]([C:8](=[CH:9][O:10][CH2:22][CH2:21][Br:20])[c:11]2[cH:12][c:13]([F:17])[cH:14][cH:15][cH:16]2)[cH:5][cH:6][cH:7]1.